Dataset: the Open Reaction Database (ORD), a public repository of structured organic reaction records. Task: describe an organic reaction: reactants, conditions, products, and yield Starting materials: CCOC(=O)c1cccnc1N, Cc1ccccc1, CCOCC, O=C(Cl)Cc1c(F)cc(F)cc1F. Product: CCOC(=O)c1cccnc1NC(=O)Cc1c(F)cc(F)cc1F. As a reaction SMILES: [CH2:1]([CH3:2])[O:3][C:4]([c:5]1[c:6]([NH2:11])[n:7][cH:8][cH:9][cH:10]1)=[O:12].[CH3:26][c:27]1[cH:28][cH:29][cH:30][cH:31][cH:32]1.[CH3:33][CH2:34][O:35][CH2:36][CH3:37].[F:13][c:14]1[c:15]([CH2:22][C:23](=[O:24])[Cl:25])[c:16]([F:21])[cH:17][c:18]([F:20])[cH:19]1>>[CH2:1]([CH3:2])[O:3][C:4]([c:5]1[c:6]([NH:11][C:23]([CH2:22][c:15]2[c:14]([F:13])[cH:19][c:18]([F:20])[cH:17][c:16]2[F:21])=[O:24])[n:7][cH:8][cH:9][cH:10]1)=[O:12]. The reactants are C(C)(C)(C)N1N=C(C=C1CCC=O)CCC (3-(1-tert-butyl-3-propyl-1H-pyrazol-5-yl)propanal), [BH-](OC(=O)C)(OC(=O)C)OC(=O)C.[Na+] (NaBH(OAc)3), FC1=CC=C(C=C1)C(N1CCNCC1)C1=CC=C(C=C1)F (1-(bis(4-fluorophenyl)methyl)piperazine), CCN(C(C)C)C(C)C (DIPEA). The product is C(C)(C)(C)N1N=C(C=C1CCCN1CCN(CC1)C(C1=CC=C(C=C1)F)C1=CC=C(C=C1)F)CCC (1-(3-(1-tert-butyl-3-propyl-1H-pyrazol-5-yl)propyl)-4-(bis(4-fluorophenyl)methyl)piperazine). RXN SMILES: [C:1]([N:5]1[C:9]([CH2:10][CH2:11][CH:12]=O)=[CH:8][C:7]([CH2:14][CH2:15][CH3:16])=[N:6]1)([CH3:4])([CH3:3])[CH3:2].[F:17][C:18]1[CH:23]=[CH:22][C:21]([CH:24]([C:31]2[CH:36]=[CH:35][C:34]([F:37])=[CH:33][CH:32]=2)[N:25]2[CH2:30][CH2:29][NH:28][CH2:27][CH2:26]2)=[CH:20][CH:19]=1.CCN(C(C)C)C(C)C.[BH-](OC(C)=O)(OC(C)=O)OC(C)=O.[Na+]>>[C:1]([N:5]1[C:9]([CH2:10][CH2:11][CH2:12][N:28]2[CH2:27][CH2:26][N:25]([CH:24]([C:31]3[CH:36]=[CH:35][C:34]([F:37])=[CH:33][CH:32]=3)[C:21]3[CH:20]=[CH:19][C:18]([F:17])=[CH:23][CH:22]=3)[CH2:30][CH2:29]2)=[CH:8][C:7]([CH2:14][CH2:15][CH3:16])=[N:6]1)([CH3:4])([CH3:3])[CH3:2] |f:3.4|. Procedure details: 239 mg (97%) of target compound was obtained by using a method same as in Example 1 by using 3-(1-tert-butyl-3-propyl-1H-pyrazol-5-yl)propanal (100 mg, 0.450 mmol), 1-(bis(4-fluorophenyl)methyl)piperazine (130 mg, 0.450 mmol), DIPEA (0.118 mL, 0.675 mmol) and NaBH(OAc)3 (286 mg, 1.350 mmol). Starting materials: 11, Cl.C(CCC)N1C(=NC=C1C1=CC=C(C=C1)OC)SC (1-butyl-5-(4-methoxyphenyl)-2-(methylthio)-1H-imidazole monohydrochloride), [OH-].[NH4+] (ammonium hydroxide). The reagents and catalysts are [Ni] (Raney-nickel). The solvent is CO (methanol). Conditions: time 2 hour. The product is C(CCC)N1C=NC=C1C1=CC=C(C=C1)OC (1-butyl-5-(4-methoxyphenyl)-1H-imidazole). Reaction SMILES: Cl.[CH2:2]([N:6]1[C:10]([C:11]2[CH:16]=[CH:15][C:14]([O:17][CH3:18])=[CH:13][CH:12]=2)=[CH:9][N:8]=[C:7]1SC)[CH2:3][CH2:4][CH3:5].[OH-].[NH4+]>[Ni].CO>[CH2:2]([N:6]1[C:10]([C:11]2[CH:12]=[CH:13][C:14]([O:17][CH3:18])=[CH:15][CH:16]=2)=[CH:9][N:8]=[CH:7]1)[CH2:3][CH2:4][CH3:5] |f:0.1,2.3|. Reported procedure: A mixture of 11 parts of 1-butyl-5-(4-methoxyphenyl)-2-(methylthio)-1H-imidazole monohydrochloride, 20 parts of Raney-nickel catalyst, 105 parts of ammonium hydroxide and 8 parts of methanol is stirred for 2 hours at room temperature. The Raney-nickel catalyst is filtered off and another 20 parts of Raney-nickel catalyst is added. The whole is stirred for another 2 hours at room temperature. The catalyst is filtered off and the filtrate is evaporated. The residue is taken up in a small amount of... The reactants are C(C)OC(=O)C1=CC2=C(N=CN=C2O)N1 (6-ethoxycarbonyl-4-hydroxy-7H-pyrrolo[2,3-d]pyrimidine), O=P(Cl)(Cl)Cl (POCl3). Run at temperature 120 celsius. Product: ClC=1C2=C(N=CN1)NC(=C2)C(=O)OCC (4-Chloro-6-ethoxycarbonyl-7H-pyrrolo[2,3-d]pyrimidine). As a reaction SMILES: [CH2:1]([O:3][C:4]([C:6]1[NH:15][C:9]2[N:10]=[CH:11][N:12]=[C:13](O)[C:8]=2[CH:7]=1)=[O:5])[CH3:2].O=P(Cl)(Cl)[Cl:18]>>[Cl:18][C:13]1[C:8]2[CH:7]=[C:6]([C:4]([O:3][CH2:1][CH3:2])=[O:5])[NH:15][C:9]=2[N:10]=[CH:11][N:12]=1. Reported procedure: Under a N2 atmosphere, 32.0 g (154 mmol) of 6-ethoxycarbonyl-4-hydroxy-7H-pyrrolo[2,3-d]pyrimidine are suspended at RT in 308 ml (338 mmol) of POCl3 and, with stirring, heated at 120° C., during which the solid dissolves. After 3 hours' stirring at 120° C., the excess POCl3 is distilled off (65° C. external temperature; 15 mbar). The residue is suspended in 50 ml of ice-cold toluene, filtered and washed with toluene to yield the title compound; m.p. 219-221° C.; 1H-NMR (DMSO-d6) 8.77 and 7.24 (2... Starting materials: Brc1ccc2[nH]ccc2c1, O=C([O-])[O-], CN(C)C=O, COC(=O)OC, [K+], [K+], O. Yields the product Cn1ccc2cc(Br)ccc21. As a reaction SMILES: [Br:1][c:2]1[cH:3][c:4]2[cH:5][cH:6][nH:7][c:8]2[cH:9][cH:10]1.[C:11](=[O:12])([O-:13])[O-:14].[CH3:17][N:18]([CH3:19])[CH:20]=[O:21].[CH3:22][O:23][C:24]([O:25][CH3:26])=[O:27].[K+:15].[K+:16].[OH2:28]>>[Br:1][c:2]1[cH:3][c:4]2[cH:5][cH:6][n:7]([CH3:11])[c:8]2[cH:9][cH:10]1.